Dataset: the Open Reaction Database (ORD), a public repository of structured organic reaction records. Task: describe an organic reaction: reactants, conditions, products, and yield Reactants: NC1=CC=C2CCNCC2=C1C(F)(F)F (7-Amino-8-trifluoromethyl-1,2,3,4-tetrahydroisoquinoline), C(C)(=O)OC(=C)C (isopropenyl acetate). The solvent is C(C)(=O)OCC (ethyl acetate). The product is C(C)(=O)N1CC2=C(C(=CC=C2CC1)N)C(F)(F)F (N-acetyl-7-amino-8-trifluoromethyl-1,2,3,4-tetrahydroisoquinoline). RXN SMILES: [NH2:1][C:2]1[C:11]([C:12]([F:15])([F:14])[F:13])=[C:10]2[C:5]([CH2:6][CH2:7][NH:8][CH2:9]2)=[CH:4][CH:3]=1.[C:16](OC(C)=C)(=[O:18])[CH3:17]>C(OCC)(=O)C>[C:16]([N:8]1[CH2:7][CH2:6][C:5]2[C:10](=[C:11]([C:12]([F:15])([F:13])[F:14])[C:2]([NH2:1])=[CH:3][CH:4]=2)[CH2:9]1)(=[O:18])[CH3:17]. Procedure: 7-Amino-8-trifluoromethyl-1,2,3,4-tetrahydroisoquinoline (8.7 g., 0.04 m.) is treated with isopropenyl acetate (8.0 g., 0.08 m.) in refluxing ethyl acetate to give N-acetyl-7-amino-8-trifluoromethyl-1,2,3,4-tetrahydroisoquinoline.